This data is from the Open Reaction Database (ORD), a public repository of structured organic reaction records. The task is: describe an organic reaction: reactants, conditions, products, and yield Reaction SMILES: [CH2:1]([O:4][N:5]=[C:6]1[CH2:10][N:9]([C:11]([O:13]C(C)(C)C)=O)[C@H:8]([C:18]([OH:20])=O)[CH2:7]1)[CH:2]=[CH2:3].[CH3:21][N:22]([CH3:29])[CH2:23][CH2:24][CH2:25]C(Cl)=O.[C:30]1([CH2:40][NH2:41])[C:39]2[C:34](=[CH:35][CH:36]=[CH:37][CH:38]=2)[CH:33]=[CH:32][CH:31]=1>>[CH2:1]([O:4][N:5]=[C:6]1[CH2:10][N:9]([C:11](=[O:13])[CH2:25][CH2:24][CH2:23][N:22]([CH3:29])[CH3:21])[C@H:8]([C:18]([NH:41][CH2:40][C:30]2[C:39]3[C:34](=[CH:35][CH:36]=[CH:37][CH:38]=3)[CH:33]=[CH:32][CH:31]=2)=[O:20])[CH2:7]1)[CH:2]=[CH2:3]. Procedure details: Following the general method as outlined in Example 22, starting from (2S,4EZ)-4-[(allyloxy)imino]-1-(tert-butoxycarbonyl)-2-pyrrolidinecarboxylic acid, 4-(dimethylamino)butanoyl chloride, and 1-naphthylmethylamine the title compound was obtained in 85% purity by LC/MS. MS(ESI+): m/z=437.2. Reactants: C(C=C)ON=C1C[C@H](N(C1)C(=O)OC(C)(C)C)C(=O)O ((2S,4EZ)-4-[(allyloxy)imino]-1-(tert-butoxycarbonyl)-2-pyrrolidinecarboxylic acid), CN(CCCC(=O)Cl)C (4-(dimethylamino)butanoyl chloride), C1(=CC=CC2=CC=CC=C12)CN (1-naphthylmethylamine). The product is C(C=C)ON=C1C[C@H](N(C1)C(CCCN(C)C)=O)C(=O)NCC1=CC=CC2=CC=CC=C12 ((2S,4EZ)-4-[(allyloxy)imino]-1-[4-(dimethylamino)butanoyl]-N-(1-naphthylmethyl)-2-pyrrolidinecarboxamide). Starting materials: Br, CC(=O)O, CSc1nc(-c2cc3ccccc3[nH]2)c2c(N)nccn12. Product: Br, Nc1nccn2c(=S)[nH]c(-c3cc4ccccc4[nH]3)c12. Reaction SMILES: [BrH:22].[C:23]([OH:24])(=[O:25])[CH3:26].[nH:1]1[c:2](-[c:10]2[n:11][c:12]([S:20][CH3:21])[n:13]3[c:14]2[c:15]([NH2:19])[n:16][cH:17][cH:18]3)[cH:3][c:4]2[cH:5][cH:6][cH:7][cH:8][c:9]12>>[BrH:22].[nH:1]1[c:2](-[c:10]2[nH:11][c:12](=[S:20])[n:13]3[c:14]2[c:15]([NH2:19])[n:16][cH:17][cH:18]3)[cH:3][c:4]2[cH:5][cH:6][cH:7][cH:8][c:9]12.